This data is from the Open Reaction Database (ORD), a public repository of structured organic reaction records. The task is: describe an organic reaction: reactants, conditions, products, and yield Starting materials: S(=O)(Cl)Cl (thionyl chloride), ClC=1C=C(C(=O)O)C=C(C1)OC (3-Chloro-5-methoxybenzoic acid), O=[O+][O-] (O3), Cl.CNOC (N,O-dimethylhydroxylamine hydrochloride), O=O (O2), C[Mg]Br (methylmagnesium bromide). Product: ClC=1C=C(C=C(C1)OC)C(C)=O (1-(3-Chloro-5-methoxyphenyl)ethanone). Reaction SMILES: [Cl:1][C:2]1[CH:3]=[C:4]([CH:8]=[C:9]([O:11][CH3:12])[CH:10]=1)[C:5]([OH:7])=O.O=[O+][O-].O=O.S(Cl)(Cl)=O.Cl.[CH3:23]NOC.C[Mg]Br>>[Cl:1][C:2]1[CH:3]=[C:4]([C:5](=[O:7])[CH3:23])[CH:8]=[C:9]([O:11][CH3:12])[CH:10]=1 |f:4.5|. Reported procedure: 3-Chloro-5-methoxybenzoic acid (3 g) was reacted analogously to O3.043/O2.043 with thionyl chloride (23.3 ml) and N,O-dimethylhydroxylamine hydrochloride (1.57 g) and methylmagnesium bromide (8.91 ml). 2.42 g were obtained.